Dataset: the Open Reaction Database (ORD), a public repository of structured organic reaction records. Task: describe an organic reaction: reactants, conditions, products, and yield The reactants are C(C1=CC=CC=C1)(=O)C=1C(=NC(=CC1NS(=O)(=O)C1=CC=C(C)C=C1)CC)C (3-benzoyl-6-ethyl-2-methyl-4-(tosylamino)pyridine), C(=O)(OCC)C=P(C1=CC=CC=C1)(C1=CC=CC=C1)C1=CC=CC=C1 ((carbethoxymethylene)triphenylphosphorane). Solvent: C=1(C(=CC=CC1)C)C (xylene). The product is NC1=C(C(=NC(=C1)CC)C)C(C1=CC=CC=C1)=O (4-amino-3-benzoyl-6-ethyl-2-methylpyridine). Yield: 46.3%. Reaction SMILES: [C:1]([C:9]1[C:10]([CH3:28])=[N:11][C:12]([CH2:26][CH3:27])=[CH:13][C:14]=1[NH:15]S(C1C=CC(C)=CC=1)(=O)=O)(=[O:8])[C:2]1[CH:7]=[CH:6][CH:5]=[CH:4][CH:3]=1.C(C=P(C1C=CC=CC=1)(C1C=CC=CC=1)C1C=CC=CC=1)(OCC)=O>C1(C)C(C)=CC=CC=1>[NH2:15][C:14]1[CH:13]=[C:12]([CH2:26][CH3:27])[N:11]=[C:10]([CH3:28])[C:9]=1[C:1](=[O:8])[C:2]1[CH:3]=[CH:4][CH:5]=[CH:6][CH:7]=1. Reported procedure: A mixture of compound C (1.1 g) and (carbethoxymethylene)triphenylphosphorane (6 g) in xylene (200 ml) was stirred and heated at reflux for 4 hours. The solution was then concentrated by evaporation and a solution of sodium (2.6 g) in methanol (200 ml) was added. The mixture was stirred and heated at reflux for 4 hours. Volatile material was removed by evaporation and water was added to the residue. The mixture was then acidified by the addition of concentrated hydrochloric acid and extracted tw... Starting materials: CCOCC, ClCCl, CCOC(C)=O, FB(F)F, COC1(OC)C(NC(=O)c2ccccc2O)=CC(=O)C2OC21. Product: O=C(NC1=CC(=O)C2OC2C1=O)c1ccccc1O. RXN SMILES: [CH2:23]([O:24][CH2:25][CH3:26])[CH3:27].[CH2:38]([Cl:39])[Cl:40].[CH3:32][CH2:33][O:34][C:35](=[O:36])[CH3:37].[F:28][B:29]([F:30])[F:31].[O:1]1[CH:2]2[C:3]([O:19][CH3:22])([O:20][CH3:21])[C:4]([NH:9][C:10]([c:11]3[c:12]([OH:13])[cH:14][cH:15][cH:16][cH:17]3)=[O:18])=[CH:5][C:6](=[O:8])[CH:7]12>>[O:1]1[CH:2]2[C:3](=[O:19])[C:4]([NH:9][C:10]([c:11]3[c:12]([OH:13])[cH:14][cH:15][cH:16][cH:17]3)=[O:18])=[CH:5][C:6](=[O:8])[CH:7]12. The reactants are ClC1=C(C=C2C=CNC2=C1)F (6-chloro-5-fluoroindole), O (water), [H-].[Na+] (sodium hydride), C[C@@H]1OC1 ((S)-methyloxirane). Run in O1CCCC1 (tetrahydrofuran), CCOCC (ether). Conditions: time 1 hour. Product: ClC1=C(C=C2C=CN(C2=C1)C[C@H](C)O)F ((S)-1-(6-chloro-5-fluoro-indol-1-yl)-propan-2-ol). Isolated yield 79.0%. As a reaction SMILES: [H-].[Na+].[Cl:3][C:4]1[CH:12]=[C:11]2[C:7]([CH:8]=[CH:9][NH:10]2)=[CH:6][C:5]=1[F:13].[CH3:14][C@H:15]1[CH2:17][O:16]1.O>O1CCCC1.CCOCC>[Cl:3][C:4]1[CH:12]=[C:11]2[C:7]([CH:8]=[CH:9][N:10]2[CH2:14][C@@H:15]([OH:16])[CH3:17])=[CH:6][C:5]=1[F:13] |f:0.1|. Procedure details: A suspension of 0.11 g of sodium hydride dispersion in 15 ml of tetrahydrofuran was treated with 0.5 g of 6-chloro-5-fluoroindole at 0° and stirred at this temperature for 1 hour. After the addition of 0.42 ml of (S)-methyloxirane the reaction mixture was stirred at room temperature for 85 hours and subsequently treated with water. The mixture was diluted with ether, washed with water and with saturated sodium chloride solution and the organic phase was dried over sodium sulfate. After removal o... Starting materials: CC(CC=O)(C1=CC=CC=C1)C (3,3-Dimethyl-3-phenylpropionaldehyde), NC1=C(C=CC=C1C(F)(F)F)C(=O)C1=CC=CC=C1 ([2-amino-3-(trifluoromethyl)phenyl](phenyl)methanone), C([O-])(O)=O.[Na+] (sodium bicarbonate). Solvent: CC(=O)O (AcOH), CC(=O)O (AcOH). Conditions: temperature 200 celsius. Yields the product CC(C)(C1=CC=CC=C1)C=1C=NC2=C(C=CC=C2C1C1=CC=CC=C1)C(F)(F)F (3-(1-METHYL-1-PHENYLETHYL)-4-PHENYL-8-(TRIFLUOROMETHYL)QUINOLINE). Isolated yield 33.9%. Reaction SMILES: [CH3:1][C:2]([CH3:12])([C:6]1[CH:11]=[CH:10][CH:9]=[CH:8][CH:7]=1)[CH2:3][CH:4]=O.[NH2:13][C:14]1[C:19]([C:20]([F:23])([F:22])[F:21])=[CH:18][CH:17]=[CH:16][C:15]=1[C:24]([C:26]1[CH:31]=[CH:30][CH:29]=[CH:28][CH:27]=1)=O.C(=O)(O)[O-].[Na+]>CC(O)=O>[CH3:12][C:2]([C:3]1[CH:4]=[N:13][C:14]2[C:15]([C:24]=1[C:26]1[CH:31]=[CH:30][CH:29]=[CH:28][CH:27]=1)=[CH:16][CH:17]=[CH:18][C:19]=2[C:20]([F:23])([F:22])[F:21])([C:6]1[CH:11]=[CH:10][CH:9]=[CH:8][CH:7]=1)[CH3:1] |f:2.3|. Procedure details: 3,3-Dimethyl-3-phenylpropionaldehyde (0.272 g, 1.67 mmol) and [2-amino-3-(trifluoromethyl)phenyl](phenyl)methanone (0.138 g, 0.52 mmol) are dissolved in AcOH (3 mL) and treated with 1:20H2SO4/AcOH solution (0.10 mL). The mixture is heated in a microwave at 175° C. for 15 min and a further 5 min at 200° C. The reaction is carefully poured into saturated aq sodium bicarbonate and extracted with ethyl acetate. The extracts are washed with saturated aq sodium bicarbonate and dried (MgSO4). The produ... Starting materials: CC(Cl)c1cccnc1, OC1=CC=C(N2C[C@H](C(OC)=O)CC2=O)C=C1. The reagents and catalysts are O=C([O-])[O-].[Cs+].[Cs+] (cesium carbonate), [I-].[K+] (potassium iodide). The solvent is CN(C)C=O (DMF), CN(C)C=O (dmf), CN(C)C=O (DMF). Reaction conditions: temperature 70 celsius, time 16 hour. Yields the product O=C%10C[C@@H](C(OC)=O)CN%10C(C=C%11)=CC=C%11OC(C)C%12=CC=CN=C%12. The reactants are ClC=1C=CC(=C(C1)C1=CC(N(C=C1OC)C(C(=O)NC1=CC=C(C(=O)OC(C)(C)C)C=C1)C)=O)[N+](=O)[O-] (tert-Butyl 4-({2-[4-(5-chloro-2-nitrophenyl)-5-methoxy-2-oxopyridin-1(2H)-yl]propanoyl}amino)benzoate), C(=O)(C(F)(F)F)O (TFA). The product is ClC=1C=CC(=C(C1)C1=CC(N(C=C1OC)C(C(=O)NC1=CC=C(C(=O)O)C=C1)C)=O)[N+](=O)[O-] (4-({2-[4-(5-Chloro-2-nitrophenyl)-5-methoxy-2-oxopyridin-1(2H)-yl]propanoyl}amino)benzoic acid). Reaction SMILES: [Cl:1][C:2]1[CH:3]=[CH:4][C:5]([N+:35]([O-:37])=[O:36])=[C:6]([C:8]2[C:13]([O:14][CH3:15])=[CH:12][N:11]([CH:16]([CH3:33])[C:17]([NH:19][C:20]3[CH:32]=[CH:31][C:23]([C:24]([O:26]C(C)(C)C)=[O:25])=[CH:22][CH:21]=3)=[O:18])[C:10](=[O:34])[CH:9]=2)[CH:7]=1.C(O)(C(F)(F)F)=O>>[Cl:1][C:2]1[CH:3]=[CH:4][C:5]([N+:35]([O-:37])=[O:36])=[C:6]([C:8]2[C:13]([O:14][CH3:15])=[CH:12][N:11]([CH:16]([CH3:33])[C:17]([NH:19][C:20]3[CH:32]=[CH:31][C:23]([C:24]([OH:26])=[O:25])=[CH:22][CH:21]=3)=[O:18])[C:10](=[O:34])[CH:9]=2)[CH:7]=1. Procedure details: 32 mg (0.06 mmol) of tert-butyl 4-({2-[4-(5-chloro-2-nitrophenyl)-5-methoxy-2-oxopyridin-1(2H)-yl]propanoyl}amino)benzoate (racemate) (Example 21.2D) were hydrolysed with TFA according to General Method 2. Yield: 10 mg (36% of theory) Product: CCOC(=O)ONC(=O)Cc1ccc2c(C(=O)OCC)c(N)c(C(=O)OCC)c-2cc1. Starting materials: CCOC(=O)Cl, CCOC(=O)c1c2ccc(CC(=O)NO)ccc-2c(C(=O)OCC)c1N. Reaction SMILES: [Cl:27][C:28](=[O:29])[O:30][CH2:31][CH3:32].[NH2:1][c:2]1[c:3]([C:22](=[O:23])[O:24][CH2:25][CH3:26])[c:4]2[cH:5][cH:6][c:7]([CH2:17][C:18]([NH:19][OH:20])=[O:21])[cH:8][cH:9][c:10]-2[c:11]1[C:12](=[O:13])[O:14][CH2:15][CH3:16]>>[NH2:1][c:2]1[c:3]([C:22](=[O:23])[O:24][CH2:25][CH3:26])[c:4]2[cH:5][cH:6][c:7]([CH2:17][C:18]([NH:19][O:20][C:28](=[O:29])[O:30][CH2:31][CH3:32])=[O:21])[cH:8][cH:9][c:10]-2[c:11]1[C:12](=[O:13])[O:14][CH2:15][CH3:16]. The reactants are C([O-])([O-])=O.[K+].[K+] (potassium carbonate), CI (methyl iodide), ClC1=C(C(=C(C=C1)C(C)=O)O)F (1-(4-chloro-3-fluoro-2-hydroxyphenyl)ethan-1-one). The solvent is CC(=O)C (acetone). Conditions: temperature 70 celsius, time 7 hour. The product is ClC1=C(C(=C(C=C1)C(C)=O)OC)F (1-(4-chloro-3-fluoro-2-methoxyphenyl)ethan-1-one). Isolated yield 92.3%. Reaction SMILES: [Cl:1][C:2]1[CH:7]=[CH:6][C:5]([C:8](=[O:10])[CH3:9])=[C:4]([OH:11])[C:3]=1[F:12].[C:13](=O)([O-])[O-].[K+].[K+].CI>CC(C)=O>[Cl:1][C:2]1[CH:7]=[CH:6][C:5]([C:8](=[O:10])[CH3:9])=[C:4]([O:11][CH3:13])[C:3]=1[F:12] |f:1.2.3|. Procedure: 10 g (68.2 mmol) of 3-chloro-2-fluorophenol in 68 ml of dichloromethane and 7.7 ml (98.5 mmol) of pyridine are admixed dropwise at 0° C. with ml 5.1 ml (71.6 mmol) of acetyl chloride. The mixture is stirred for an hour and 100 ml of 1 M hydrochloric acid are added. The mixture is extracted with dichloromethane and the extracts are washed with water. After drying over sodium sulphate and removal of the solvent in vacuo, 13 g of 3-chloro-2-fluorophenyl acetate are obtained, quantitatively. 13 g (6...